Dataset: the Open Reaction Database (ORD), a public repository of structured organic reaction records. Task: describe an organic reaction: reactants, conditions, products, and yield Reactants: CO, Cc1nsc2nc(C(N=[N+]=[N-])C(C)C)n(Cc3ccccc3)c(=O)c12. The product is Cc1nsc2nc(C(N)C(C)C)n(Cc3ccccc3)c(=O)c12. Reaction SMILES: [CH3:26][OH:27].[N:1](=[N+:2]=[N-:3])[CH:4]([CH:5]([CH3:6])[CH3:7])[c:8]1[n:9]([CH2:19][c:20]2[cH:21][cH:22][cH:23][cH:24][cH:25]2)[c:10](=[O:18])[c:11]2[c:12]([n:13]1)[s:14][n:15][c:16]2[CH3:17]>>[NH2:1][CH:4]([CH:5]([CH3:6])[CH3:7])[c:8]1[n:9]([CH2:19][c:20]2[cH:21][cH:22][cH:23][cH:24][cH:25]2)[c:10](=[O:18])[c:11]2[c:12]([n:13]1)[s:14][n:15][c:16]2[CH3:17]. Starting materials: N(=NC(=O)OCC)C(=O)OCC (diethyl azodicarboxylate), O1CCN(CC1)C1=CC=C(C=C1)CCO (2-(4-morpholinophenyl)ethanol), C1(=CC=CC=C1)P(C1=CC=CC=C1)C1=CC=CC=C1 (triphenylphosphine), C[C@@]1(NC=2N(C(C=C(N2)N2CCOCC2)=O)C1)C(F)(F)F ((S)-2-methyl-7-morpholin-4-yl-2-trifluoromethyl-2,3-dihydro-1H-imidazo[1,2-a]-pyrimidin-5-one). Run in O1CCCC1 (tetrahydrofuran). Reaction conditions: time 5 minute. The product is C[C@@]1(N(C=2N(C(C=C(N2)N2CCOCC2)=O)C1)CCC1=CC=C(C=C1)N1CCOCC1)C(F)(F)F ((S)-2-methyl-7-morpholin-4-yl-1-[2-(4-morpholin-4-yl-phenyl)ethyl]-2-trifluoromethyl-2,3-dihydro-1H-imidazo[1,2-a]pyrimidin-5-one). Isolated yield 24.7%. As a reaction SMILES: [O:1]1[CH2:6][CH2:5][N:4]([C:7]2[CH:12]=[CH:11][C:10]([CH2:13][CH2:14]O)=[CH:9][CH:8]=2)[CH2:3][CH2:2]1.C1(P(C2C=CC=CC=2)C2C=CC=CC=2)C=CC=CC=1.[CH3:35][C@@:36]1([C:52]([F:55])([F:54])[F:53])[CH2:51][N:39]2[C:40](=[O:50])[CH:41]=[C:42]([N:44]3[CH2:49][CH2:48][O:47][CH2:46][CH2:45]3)[N:43]=[C:38]2[NH:37]1.N(C(OCC)=O)=NC(OCC)=O>O1CCCC1>[CH3:35][C@@:36]1([C:52]([F:55])([F:53])[F:54])[CH2:51][N:39]2[C:40](=[O:50])[CH:41]=[C:42]([N:44]3[CH2:45][CH2:46][O:47][CH2:48][CH2:49]3)[N:43]=[C:38]2[N:37]1[CH2:14][CH2:13][C:10]1[CH:9]=[CH:8][C:7]([N:4]2[CH2:3][CH2:2][O:1][CH2:6][CH2:5]2)=[CH:12][CH:11]=1. Reported procedure: 135 mg of 2-(4-morpholinophenyl)ethanol and 223 mg of polymer-supported triphenylphosphine (3 mmol/g) are added to a solution of 100 mg of (S)-2-methyl-7-morpholin-4-yl-2-trifluoromethyl-2,3-dihydro-1H-imidazo[1,2-a]-pyrimidin-5-one (Example 1j) in 5 ml of tetrahydrofuran. After stirring for five minutes at ambient temperature, 0.12 ml of diethyl azodicarboxylate is added. The resulting reaction mixture is then stirred overnight at ambient temperature. After filtration, the filtrate is evaporate... Reactants: OCc1cncc(Br)c1, [Cl-], N#C[Cu]C#N, N, [NH4+], c1ccncc1. Yields the product N#Cc1cncc(CO)c1. As a reaction SMILES: [Br:1][c:2]1[cH:3][c:4]([CH2:8][OH:9])[cH:5][n:6][cH:7]1.[Cl-:15].[Cu:10]([C:11]#[N:12])[C:13]#[N:14].[NH3:23].[NH4+:16].[cH:17]1[cH:18][cH:19][n:20][cH:21][cH:22]1>>[c:2]1([C:11]#[N:12])[cH:3][c:4]([CH2:8][OH:9])[cH:5][n:6][cH:7]1. Starting materials: FC(C1=C(C=CC=C1)B1OC(C(O1)(C)C)(C)C)F (2-(2-Difluoromethyl-phenyl)-4,4,5,5-tetramethyl-[1,3,2]dioxaborolane), ClC=1C=C(C=CC1)N1CCN(CC1)C(C(CC(C)C)O)=O (1-[4-(3-Chloro-phenyl)-piperazin-1-yl]-2-hydroxy -4-methyl-pentan-1-one), C(=O)([O-])[O-].[K+].[K+] (K2CO3). The reagents and catalysts are C=1C=CC(=CC1)[P](C=2C=CC=CC2)(C=3C=CC=CC3)[Pd]([P](C=4C=CC=CC4)(C=5C=CC=CC5)C=6C=CC=CC6)([P](C=7C=CC=CC7)(C=8C=CC=CC8)C=9C=CC=CC9)[P](C=1C=CC=CC1)(C=1C=CC=CC1)C=1C=CC=CC1 (Pd(Ph3P)4). The solvent is O (H2O), CC#N (CH3CN), O (H2O), CC#N (CH3CN), CC#N.O (CH3CN H2O). Reaction conditions: temperature 150 celsius. Yields the product FC(C1=C(C=CC=C1)C1=CC(=CC=C1)N1CCN(CC1)C([C@@H](CC(C)C)O)=O)F ((R)-1-[4-(2′-Difluoromethyl-biphenyl-3-yl)-piperazin-1-yl]-2-hydroxy-4-methyl-pentan -1-one). As a reaction SMILES: [F:1][CH:2]([F:18])[C:3]1[CH:8]=[CH:7][CH:6]=[CH:5][C:4]=1B1OC(C)(C)C(C)(C)O1.Cl[C:20]1[CH:21]=[C:22]([N:26]2[CH2:31][CH2:30][N:29]([C:32](=[O:39])[CH:33]([OH:38])[CH2:34][CH:35]([CH3:37])[CH3:36])[CH2:28][CH2:27]2)[CH:23]=[CH:24][CH:25]=1.C([O-])([O-])=O.[K+].[K+]>C1C=CC([P]([Pd]([P](C2C=CC=CC=2)(C2C=CC=CC=2)C2C=CC=CC=2)([P](C2C=CC=CC=2)(C2C=CC=CC=2)C2C=CC=CC=2)[P](C2C=CC=CC=2)(C2C=CC=CC=2)C2C=CC=CC=2)(C2C=CC=CC=2)C2C=CC=CC=2)=CC=1.O.CC#N.CC#N.O>[F:18][CH:2]([F:1])[C:3]1[CH:8]=[CH:7][CH:6]=[CH:5][C:4]=1[C:20]1[CH:25]=[CH:24][CH:23]=[C:22]([N:26]2[CH2:27][CH2:28][N:29]([C:32](=[O:39])[C@H:33]([OH:38])[CH2:34][CH:35]([CH3:36])[CH3:37])[CH2:30][CH2:31]2)[CH:21]=1 |f:2.3.4,8.9,^1:49,51,70,89|. Reported procedure: 2-(2-Difluoromethyl-phenyl)-4,4,5,5-tetramethyl-[1,3,2]dioxaborolane (34 mg, 0.11 mmol), 1-[4-(3-Chloro-phenyl)-piperazin-1-yl]-2-hydroxy -4-methyl-pentan-1-one (34 mg, 0.13 mmol), Pd(Ph3P)4 (1.3 mg, 10 μmol), K2CO3 (30.4 mg, 0.22 mmol), CH3CN (900 μL), and H2O (100 μL) were sealed in a microwave vessel and heated by microwave irradiation at 150° C. for 10 minutes. The reaction was filtered and purified by reverse phase HPLC (10%-99% CH3CN (0.035% TFA)/H2O (0.05% TFA)) to give 2. LCMS: m/z 403.7... Starting materials: C(C)(=O)Cl (Acetyl chloride), C(C)(C)(C)OC(=O)N1CCC(CC1)C1=CN=C(S1)CC1=CC=CC=C1 (1-t-butyloxycarbonyl-4-(2-benzyl-thiazol-5-yl)piperidine). Run in CO (methanol). Conditions: time 3.5 hour. Yields the product Cl.Cl.C(C1=CC=CC=C1)C=1SC(=CN1)C1CCNCC1 (4-(2-Benzyl-thiazol-5-yl)piperidine Dihydrochloride). Reaction SMILES: C([Cl:4])(=O)C.C(OC([N:12]1[CH2:17][CH2:16][CH:15]([C:18]2[S:22][C:21]([CH2:23][C:24]3[CH:29]=[CH:28][CH:27]=[CH:26][CH:25]=3)=[N:20][CH:19]=2)[CH2:14][CH2:13]1)=O)(C)(C)C>CO>[ClH:4].[ClH:4].[CH2:23]([C:21]1[S:22][C:18]([CH:15]2[CH2:16][CH2:17][NH:12][CH2:13][CH2:14]2)=[CH:19][N:20]=1)[C:24]1[CH:25]=[CH:26][CH:27]=[CH:28][CH:29]=1 |f:3.4.5|. Procedure: Acetyl chloride (0.3 mL) was added dropwise to a solution of 320 mg of 1-t-butyloxycarbonyl-4-(2-benzyl-thiazol-5-yl)piperidine in methanol (2 mL) at ice bath temperature. The reaction mixture was stirred 3.5 hr as it warmed to room temperature. Solvent removal in vacuo gave the desired amine as glassy solid. 1H NMR (CD3OD): 1.94 (m, 2H), 2.24 (m, 2H), 3.1˜3.5 (m, 5H), 4.58 (s, 2H), 7.4 (m, 5H) 8.02(s, 1H). The reactants are CS(C)=O, Cc1c(F)c(F)cc([N+](=O)[O-])c1Cl, [F-], [K+], c1ccccc1. Yields the product Cc1c(F)c(F)cc([N+](=O)[O-])c1F. RXN SMILES: [CH3:16][S:17]([CH3:18])=[O:19].[Cl:1][c:2]1[c:3]([CH3:13])[c:4]([F:12])[c:5]([F:11])[cH:6][c:7]1[N+:8](=[O:9])[O-:10].[F-:14].[K+:15].[cH:20]1[cH:21][cH:22][cH:23][cH:24][cH:25]1>>[c:2]1([F:14])[c:3]([CH3:13])[c:4]([F:12])[c:5]([F:11])[cH:6][c:7]1[N+:8](=[O:9])[O-:10]. The reactants are CS(=O)(=O)CCN1CCC(c2ccc(NC(=O)c3nc(C#N)c[nH]3)c(C3=CCCCC3)c2)CC1, N#Cc1cnc(C(=O)Nc2ccc(C3CCNCC3)nc2C2=CCCCC2)[nH]1, CCN(C(C)C)C(C)C, ClCCl, O=C(O)C(F)(F)F. The product is CS(=O)(=O)CCN1CCC(c2ccc(NC(=O)c3ncc(C#N)[nH]3)c(C3=CCCCC3)n2)CC1. As a reaction SMILES: [C:45]1([c:46]2[cH:47][c:48]([CH:49]3[CH2:50][CH2:51][N:52]([CH2:63][CH2:64][S:65](=[O:66])(=[O:67])[CH3:68])[CH2:53][CH2:54]3)[cH:55][cH:56][c:57]2[NH:58][C:59]([c:60]2[nH:61][cH:62][c:69]([C:70]#[N:71])[n:72]2)=[O:73])=[CH:78][CH2:77][CH2:76][CH2:75][CH2:74]1.[C:8]1([c:14]2[c:15]([NH:26][C:27](=[O:28])[c:29]3[nH:30][c:31]([C:34]#[N:35])[cH:32][n:33]3)[cH:16][cH:17][c:18]([CH:20]3[CH2:21][CH2:22][NH:23][CH2:24][CH2:25]3)[n:19]2)=[CH:9][CH2:10][CH2:11][CH2:12][CH2:13]1.[CH:36]([N:37]([CH2:38][CH3:39])[CH:40]([CH3:41])[CH3:42])([CH3:43])[CH3:44].[Cl:79][CH2:80][Cl:81].[F:1][C:2]([F:3])([F:4])[C:5]([OH:6])=[O:7]>>[C:8]1([c:14]2[c:15]([NH:26][C:27](=[O:28])[c:29]3[nH:30][c:31]([C:34]#[N:35])[cH:32][n:33]3)[cH:16][cH:17][c:18]([CH:20]3[CH2:21][CH2:22][N:23]([CH2:63][CH2:64][S:65](=[O:66])(=[O:67])[CH3:68])[CH2:24][CH2:25]3)[n:19]2)=[CH:9][CH2:10][CH2:11][CH2:12][CH2:13]1.